Dataset: the Open Reaction Database (ORD), a public repository of structured organic reaction records. Task: describe an organic reaction: reactants, conditions, products, and yield Reactants: C(#N)C1(CC1)NC(=O)[C@H]1[C@@H](C[C@@H](C1)S(=O)(=O)C1=C(C=C(C=C1)F)Cl)CO ((1R,2R,4S)-4-(2-Chloro-4-fluoro-benzenesulfonyl)-2-hydroxymethyl-cyclopentanecarboxylic acid (1-cyano-cyclopropyl)-amide), C1(=CC=CC=C1)O (phenol), solid. Product: C(#N)C1(CC1)NC(=O)[C@H]1[C@@H](C[C@@H](C1)S(=O)(=O)C1=C(C=C(C=C1)F)Cl)COC1=CC=CC=C1 ((1R,2R,4S)-4-(2-Chloro-4-fluoro-benzenesulfonyl)-2-phenoxymethyl-cyclopentanecarboxylic acid (1-cyano-cyclopropyl)-amide). RXN SMILES: [C:1]([C:3]1([NH:6][C:7]([C@@H:9]2[CH2:13][C@@H:12]([S:14]([C:17]3[CH:22]=[CH:21][C:20]([F:23])=[CH:19][C:18]=3[Cl:24])(=[O:16])=[O:15])[CH2:11][C@H:10]2[CH2:25][OH:26])=[O:8])[CH2:5][CH2:4]1)#[N:2].[C:27]1(O)[CH:32]=[CH:31][CH:30]=[CH:29][CH:28]=1>>[C:1]([C:3]1([NH:6][C:7]([C@@H:9]2[CH2:13][C@@H:12]([S:14]([C:17]3[CH:22]=[CH:21][C:20]([F:23])=[CH:19][C:18]=3[Cl:24])(=[O:15])=[O:16])[CH2:11][C@H:10]2[CH2:25][O:26][C:27]2[CH:32]=[CH:31][CH:30]=[CH:29][CH:28]=2)=[O:8])[CH2:5][CH2:4]1)#[N:2]. Procedure: The title compound was prepared in analogy to example 162 using (1R,2R,4S)-4-(2-chloro-4-fluoro-benzenesulfonyl)-2-hydroxymethyl-cyclopentanecarboxylic acid (1-cyano-cyclopropyl)-amide (example 155) and phenol. White solid (71%). MS (EI): 477.1 (M+H)+. Reactants: Tetrakis(triphenylphosphine)palladium(b), ClC1=NC=CC=C1S(=O)(=O)OC1=CC=C(C=C1)[N+](=O)[O-] (4-nitrophenyl 2-chloropyridine-3-sulphonate), C(C(C)C)C1=CC=C(C=C1)B(O)O (4-isobutylphenylboronic acid), [K] (potassium), C1(=CC=CC=C1)C (toluene). The solvent is O (water), O (Water). The product is C(C(C)C)C1=CC=C(C=C1)C1=NC=CC=C1S(=O)(=O)OC1=CC=C(C=C1)[N+](=O)[O-] (4-nitrophenyl 2-(4-isobutylphenyl)pyridine-3-sulphonate). The yield is 55.3%. Reaction SMILES: Cl[C:2]1[C:7]([S:8]([O:11][C:12]2[CH:17]=[CH:16][C:15]([N+:18]([O-:20])=[O:19])=[CH:14][CH:13]=2)(=[O:10])=[O:9])=[CH:6][CH:5]=[CH:4][N:3]=1.[CH2:21]([C:25]1[CH:30]=[CH:29][C:28](B(O)O)=[CH:27][CH:26]=1)[CH:22]([CH3:24])[CH3:23].[K].C1(C)C=CC=CC=1>O>[CH2:21]([C:25]1[CH:30]=[CH:29][C:28]([C:2]2[C:7]([S:8]([O:11][C:12]3[CH:17]=[CH:16][C:15]([N+:18]([O-:20])=[O:19])=[CH:14][CH:13]=3)(=[O:10])=[O:9])=[CH:6][CH:5]=[CH:4][N:3]=2)=[CH:27][CH:26]=1)[CH:22]([CH3:24])[CH3:23] |^1:33|. Reported procedure: Tetrakis(triphenylphosphine)palladium(b) (0.076 g) was added to a deoxygenated mixture of 4-nitrophenyl 2-chloropyridine-3-sulphonate (0.69 g), 4-isobutylphenylboronic acid (0.47 g), potassium fluorsde (0.38 g), toluene (15 ml) and water (2.5 ml) and the mixture was stirred and heated under reflux for 24 hours. Water (50 ml) was added and the mixture was extracted with ethyl acetate (2×80 ml). The organic extracts were washed with saturated sodium chloride solution and then combined and dried (M... The reactants are Cc1cnc(NCCCC2CCNCC2)nc1-c1cc2c(C(=O)NC3CC3)cccc2s1, O=C(NC1CC1)c1cccc2sc(-c3nc(NCCCC4CCN(C5CC5)CC4)ncc3Cl)cc12, Cl, Cl. Yields the product Cc1cnc(NCCCC2CCN(C3CC3)CC2)nc1-c1cc2c(C(=O)NC3CC3)cccc2s1, Cl, Cl. As a reaction SMILES: [CH:38]1([NH:39][C:40]([c:41]2[c:42]3[cH:43][c:44](-[c:45]4[c:46]([CH3:47])[cH:48][n:49][c:50]([NH:51][CH2:52][CH2:53][CH2:54][CH:55]5[CH2:56][CH2:57][NH:58][CH2:59][CH2:60]5)[n:61]4)[s:62][c:63]3[cH:64][cH:65][cH:66]2)=[O:67])[CH2:68][CH2:69]1.[CH:3]1([NH:6][C:7](=[O:8])[c:9]2[cH:10][cH:11][cH:12][c:13]3[s:14][c:15](-[c:18]4[n:19][c:20]([NH:25][CH2:26][CH2:27][CH2:28][CH:29]5[CH2:30][CH2:31][N:32]([CH:35]6[CH2:36][CH2:37]6)[CH2:33][CH2:34]5)[n:21][cH:22][c:23]4[Cl:24])[cH:16][c:17]23)[CH2:4][CH2:5]1.[ClH:1].[ClH:2]>>[CH:3]1([NH:6][C:7](=[O:8])[c:9]2[cH:10][cH:11][cH:12][c:13]3[s:14][c:15](-[c:18]4[n:19][c:20]([NH:25][CH2:26][CH2:27][CH2:28][CH:29]5[CH2:30][CH2:31][N:32]([CH:35]6[CH2:36][CH2:37]6)[CH2:33][CH2:34]5)[n:21][cH:22][c:23]4[CH3:38])[cH:16][c:17]23)[CH2:4][CH2:5]1.[ClH:1].[ClH:24]. Reactants: CCOC(=O)CCNC(=O)C1CCCN(C(=O)C=CC2CCN(C(=O)OC(C)(C)C)CC2)C1, CCO, [Li+], C1CCOC1, [OH-], O. Yields the product CC(C)(C)OC(=O)N1CCC(C=CC(=O)N2CCCC(C(=O)NCCC(=O)O)C2)CC1. RXN SMILES: [CH2:3]([CH3:4])[O:5][C:6]([CH2:7][CH2:8][NH:9][C:10](=[O:11])[CH:12]1[CH2:13][N:14]([C:18]([CH:19]=[CH:20][CH:21]2[CH2:22][CH2:23][N:24]([C:27](=[O:28])[O:29][C:30]([CH3:31])([CH3:32])[CH3:33])[CH2:25][CH2:26]2)=[O:34])[CH2:15][CH2:16][CH2:17]1)=[O:35].[CH3:41][CH2:42][OH:43].[Li+:2].[O:36]1[CH2:37][CH2:38][CH2:39][CH2:40]1.[OH-:1].[OH2:44]>>[O:5]=[C:6]([CH2:7][CH2:8][NH:9][C:10](=[O:11])[CH:12]1[CH2:13][N:14]([C:18]([CH:19]=[CH:20][CH:21]2[CH2:22][CH2:23][N:24]([C:27](=[O:28])[O:29][C:30]([CH3:31])([CH3:32])[CH3:33])[CH2:25][CH2:26]2)=[O:34])[CH2:15][CH2:16][CH2:17]1)[OH:35]. Starting materials: ClC1=NC=NC(=C1)\C=C\C1=CC=C(C=C1)Cl ((E)-4-chloro-6-(4-chlorostyryl)pyrimidine), C1CN2CCN1CC2 (DABCO), C([O-])([O-])=O.[K+].[K+] (potassium carbonate), Cl (HCl). Solvent: O1CCOCC1 (Dioxane), O (Water). Run at temperature 60 celsius, time 8 hour. The product is ClC1=CC=C(/C=C/C2=CC(NC=N2)=O)C=C1 ((E)-6-(4-chlorostyryl)pyrimidin-4(3H)-one). Yield: 97.0%. RXN SMILES: Cl[C:2]1[CH:7]=[C:6](/[CH:8]=[CH:9]/[C:10]2[CH:15]=[CH:14][C:13]([Cl:16])=[CH:12][CH:11]=2)[N:5]=[CH:4][N:3]=1.C1N2CCN(CC2)C1.C(=O)([O-])[O-:26].[K+].[K+].Cl>O1CCOCC1.O>[Cl:16][C:13]1[CH:14]=[CH:15][C:10](/[CH:9]=[CH:8]/[C:6]2[N:5]=[CH:4][NH:3][C:2](=[O:26])[CH:7]=2)=[CH:11][CH:12]=1 |f:2.3.4|. Procedure: A mixture of (E)-4-chloro-6-(4-chlorostyryl)pyrimidine Part A (120 mg, 0.48 mmol), DABCO (107 mg, 0.96 mmol), and potassium carbonate (660 mg, 4.78 mmol) in Dioxane (0.4 mL) and Water (4 mL) was stirred at 60° C. overnight. The reaction was cooled to RT, acidified with 10% HCl, extracted with EtOAC, dried (Na2SO4), and concentrated. The product was triturated with DCM to afford the desired product (E)-6-(4-chlorostyryl)pyrimidin-4(3H)-one 20B (108 mg, 0.46 mmol, 97% yield) as a light yellow soli... As a reaction SMILES: [C:1]([N:11]([CH3:22])[C@H:12]([C:19]([OH:21])=O)[C:13]1[CH:18]=[CH:17][CH:16]=[CH:15][CH:14]=1)([O:3][CH2:4][C:5]1[CH:10]=[CH:9][CH:8]=[CH:7][CH:6]=1)=[O:2].[NH2:23][C@H:24]([C:37]([NH2:39])=[O:38])[CH2:25][C:26]1[CH:31]=[CH:30][C:29]([OH:32])=[C:28]([C:33]([CH3:36])([CH3:35])[CH3:34])[CH:27]=1.C1C=CC2N(O)N=NC=2C=1.CC(C)N=C=NC(C)C>CN(C=O)C.C(OCC)(=O)C>[C:1]([N:11]([CH3:22])[C@H:12]([C:19]([NH:23][C@H:24]([C:37]([NH2:39])=[O:38])[CH2:25][C:26]1[CH:31]=[CH:30][C:29]([OH:32])=[C:28]([C:33]([CH3:36])([CH3:34])[CH3:35])[CH:27]=1)=[O:21])[C:13]1[CH:14]=[CH:15][CH:16]=[CH:17][CH:18]=1)([O:3][CH2:4][C:5]1[CH:6]=[CH:7][CH:8]=[CH:9][CH:10]=1)=[O:2]. The product is C(=O)(OCC1=CC=CC=C1)N([C@@H](C1=CC=CC=C1)C(=O)N[C@@H](CC1=CC(=C(C=C1)O)C(C)(C)C)C(=O)N)C (Z-N-Me-Phg-Tyr(3-tBu)-NH2). Reactants: C(=O)(OCC1=CC=CC=C1)N([C@@H](C1=CC=CC=C1)C(=O)O)C (Z-N-Me-Phg-OH), N[C@@H](CC1=CC(=C(C=C1)O)C(C)(C)C)C(=O)N (Tyr(3-tBu)-NH2), C=1C=CC2=C(C1)N=NN2O (HOBT), CC(N=C=NC(C)C)C (DIC). The solvent is CN(C)C=O (DMF), C(C)(=O)OCC (ethyl acetate). Procedure details: To a solution of 3.28 g (11.0 mmol) of Z-N-Me-Phg-OH, 2.16 g (9.17 mmol) of Tyr(3-tBu)-NH2 and 1.40 g (9.17 mmol) of HOBT in 60 ml of DMF, 1.42 ml (9.17 mmol) of DIC was added dropwise under cooling with ice and the mixture was stirred for 4 hours under cooling with ice. The reaction mixture was diluted with ethyl acetate and washed with saturated brine. The organic layer was dried with anhydrous sodium sulfate and concentrated under reduced pressure; the resulting residue was subjected to silic... Reaction conditions: time 4 hour. Reactants: CCC(CC)(C(=O)[O-])C(=O)[O-], CO, Cc1cc(Cl)nc(-c2cccc(-c3ccccc3)n2)n1, [H-], [Na+], [Na+], [Na+], [Na+], O=C([O-])[O-], C1CCOC1, [OH-], O, O=S(=O)(O)O. Product: Cc1cc(C)nc(-c2cccc(-c3ccccc3)n2)n1. As a reaction SMILES: [CH2:1]([C:2]([CH2:3][CH3:4])([C:5]([O-:6])=[O:7])[C:8]([O-:9])=[O:10])[CH3:11].[CH3:48][OH:49].[Cl:14][c:15]1[n:16][c:17](-[c:22]2[n:23][c:24](-[c:28]3[cH:29][cH:30][cH:31][cH:32][cH:33]3)[cH:25][cH:26][cH:27]2)[n:18][c:19]([CH3:21])[cH:20]1.[H-:12].[Na+:13].[Na+:35].[Na+:41].[Na+:42].[O-:43][C:44](=[O:45])[O-:46].[O:50]1[CH2:51][CH2:52][CH2:53][CH2:54]1.[OH-:34].[OH2:47].[S:36](=[O:37])(=[O:38])([OH:39])[OH:40]>>[CH3:1][c:15]1[n:16][c:17](-[c:22]2[n:23][c:24](-[c:28]3[cH:29][cH:30][cH:31][cH:32][cH:33]3)[cH:25][cH:26][cH:27]2)[n:18][c:19]([CH3:21])[cH:20]1.